Dataset: the Open Reaction Database (ORD), a public repository of structured organic reaction records. Task: describe an organic reaction: reactants, conditions, products, and yield Starting materials: CN1C(N(C(C(=C1C)[N+](=O)[O-])=O)CCCOC1OCCCC1)=O (1,6-dimethyl-5-nitro-3-(3-((tetrahydro-2H-pyran-2-yl)oxy)propyl)pyrimidine-2,4(1H,3H)-dione), FC(OC=1C=C(C=O)C=CC1)(F)F (3-(trifluoromethoxy)benzaldehyde), C(C)(=O)[O-].[Na+] (sodium acetate). Run in CC(=O)O (HOAc), CC(OCC)=O (EA), O (water). Run at temperature 140 celsius. The product is C(C)(=O)OCCCN1C(N(C(=C(C1=O)[N+](=O)[O-])\C=C\C1=CC(=CC=C1)OC(F)(F)F)C)=O ((E)-3-(3-methyl-5-nitro-2,6-dioxo-4-(3-(trifluoromethoxy)styryl)-2,3-dihydropyrimidin-1(6H)-yl)propyl acetate). Yield: 14.3%. Reaction SMILES: [CH3:1][N:2]1[C:7]([CH3:8])=[C:6]([N+:9]([O-:11])=[O:10])[C:5](=[O:12])[N:4]([CH2:13][CH2:14][CH2:15][O:16][CH:17]2[CH2:22]CCC[O:18]2)[C:3]1=[O:23].[F:24][C:25]([F:36])([F:35])[O:26][C:27]1[CH:28]=[C:29]([CH:32]=[CH:33][CH:34]=1)[CH:30]=O.C([O-])(=O)C.[Na+]>CC(O)=O.CC(=O)OCC.O>[C:17]([O:16][CH2:15][CH2:14][CH2:13][N:4]1[C:5](=[O:12])[C:6]([N+:9]([O-:11])=[O:10])=[C:7](/[CH:8]=[CH:30]/[C:29]2[CH:32]=[CH:33][CH:34]=[C:27]([O:26][C:25]([F:24])([F:35])[F:36])[CH:28]=2)[N:2]([CH3:1])[C:3]1=[O:23])(=[O:18])[CH3:22] |f:2.3|. Procedure: To a solution of 1,6-dimethyl-5-nitro-3-(3-((tetrahydro-2H-pyran-2-yl)oxy)propyl)pyrimidine-2,4(1H,3H)-dione (1 g, 3.05 mmol) in HOAc (4 mL) was added 3-(trifluoromethoxy)benzaldehyde (0.755 g, 3.97 mmol) and sodium acetate (0.752 g, 9.16 mmol). The reaction was heated at 140° C. for 6 h, cooled to RT then diluted with EA (20 mL) and water (20 mL). The organic layer was dried over Na2SO4 and concentrated to a residue which was purified by chromatography PE/EA (5:1 to 2:1) to give (E)-3-(3-methyl... Starting materials: COC1=C(OCC(=O)NC=2SC3=C(N2)C=CC=C3)C=CC(=C1)C=O (2-(2-methoxy-4-formylphenoxymethylcarbonylamino)benzothiazole), Cl (hydrochloric acid), CP(OC)(OC)=O (dimethyl methylphosphonate), solution, C(CCC)[Li] (n-butyl lithium). The solvent is O (water), O1CCCC1 (tetrahydrofuran), CCCCCC (n-hexane). Run at temperature -50 celsius, time 1 hour. Yields the product COC=1C=C(C=CC1OCC(=O)NC=1SC2=C(N1)C=CC=C2)C(CP(OC)(OC)=O)O (dimethyl {2-[3-methoxy-4-(2-benzothiazolylaminocarbonylmethoxy)phenyl]-2-hydroxyethyl}phosphonate). Reaction SMILES: [CH3:1][P:2](=[O:7])([O:5][CH3:6])[O:3][CH3:4].C([Li])CCC.[CH3:13][O:14][C:15]1[CH:34]=[C:33]([CH:35]=[O:36])[CH:32]=[CH:31][C:16]=1[O:17][CH2:18][C:19]([NH:21][C:22]1[S:23][C:24]2[CH:30]=[CH:29][CH:28]=[CH:27][C:25]=2[N:26]=1)=[O:20].Cl>O1CCCC1.CCCCCC.O>[CH3:13][O:14][C:15]1[CH:34]=[C:33]([CH:35]([OH:36])[CH2:1][P:2](=[O:7])([O:5][CH3:6])[O:3][CH3:4])[CH:32]=[CH:31][C:16]=1[O:17][CH2:18][C:19]([NH:21][C:22]1[S:23][C:24]2[CH:30]=[CH:29][CH:28]=[CH:27][C:25]=2[N:26]=1)=[O:20]. Reported procedure: To a solution of dimethyl methylphosphonate (19.5 ml) in anhydrous tetrahydrofuran (300 ml) is added a 1.72 M solution of n-butyl lithium in n-hexane (107 ml) at -50° C. Thirty minutes later, to the mixture is added in portions 2-(2-methoxy-4-formylphenoxymethylcarbonylamino)benzothiazole (20.5 g) under nitrogen atmosphere. The mixture is stirred at -50° C. for one hour, and thereto is added water. The mixture is acidified with conc. hydrochloric acid, and extracted with ethyl acetate. The extra... Reactants: [H-].[Na+] (Sodium hydride), [Cl-].[NH4+] (ammonium chloride), C1(CC1)C(CC(=O)OCC)C1=CC(=CC=C1)COC1=CC(=C(C=C1)C1=C(C=CC(=C1)OC)F)O (ethyl 3-cyclopropyl-3-(3-(((2′-fluoro-2-hydroxy-5′-methoxybiphenyl-4-yl)oxy)methyl)phenyl)propanoate), C([O-])([O-])=O.[K+].[K+] (potassium carbonate), BrCC(C)(C)C (1-bromo-2,2-dimethylpropane). The solvent is CN(C)C=O (DMF). Reaction conditions: temperature 90 celsius, time 1 hour. Product: C1(CC1)C(CC(=O)O)C1=CC(=CC=C1)COC1=CC(=C(C=C1)C1=C(C=CC(=C1)OC)F)O (3-cyclopropyl-3-(3-(((2′-fluoro-2-hydroxy-5′-methoxybiphenyl-4-yl)oxy)methyl)phenyl)propanoic acid). The yield is 67.1%. RXN SMILES: [CH:1]1([CH:4]([C:11]2[CH:16]=[CH:15][CH:14]=[C:13]([CH2:17][O:18][C:19]3[CH:24]=[CH:23][C:22]([C:25]4[CH:30]=[C:29]([O:31][CH3:32])[CH:28]=[CH:27][C:26]=4[F:33])=[C:21]([OH:34])[CH:20]=3)[CH:12]=2)[CH2:5][C:6]([O:8]CC)=[O:7])[CH2:3][CH2:2]1.C(=O)([O-])[O-].[K+].[K+].BrCC(C)(C)C.[H-].[Na+].[Cl-].[NH4+]>CN(C=O)C>[CH:1]1([CH:4]([C:11]2[CH:16]=[CH:15][CH:14]=[C:13]([CH2:17][O:18][C:19]3[CH:24]=[CH:23][C:22]([C:25]4[CH:30]=[C:29]([O:31][CH3:32])[CH:28]=[CH:27][C:26]=4[F:33])=[C:21]([OH:34])[CH:20]=3)[CH:12]=2)[CH2:5][C:6]([OH:8])=[O:7])[CH2:2][CH2:3]1 |f:1.2.3,5.6,7.8|. Reported procedure: To a solution of ethyl 3-cyclopropyl-3-(3-(((2′-fluoro-2-hydroxy-5′-methoxybiphenyl-4-yl)oxy)methyl)phenyl)propanoate (203 mg) and potassium carbonate (179 mg) in DMF (3.0 mL) was added 1-bromo-2,2-dimethylpropane (0.11 mL), and the mixture was stirred at 90° C. for 1 hr. 60% Sodium hydride (35 mg) was added at room temperature, and the mixture was stirred at 50° C. for 3 hr. To the reaction mixture was added saturated aqueous ammonium chloride solution, and the mixture was extracted with ethyl ... The reactants are C12C(C3CC(CC(C1)C3)C2)NNC2=C(C=CC=C2)[N+](=O)[O-] (1-(Adamantan-2-yl)-2-(2-nitrophenyl)hydrazine), BrC(C(=O)Br)(C)C (2-bromoisobutyryl bromide). The product is BrC(C(=O)N(NC1=C(C=CC=C1)[N+](=O)[O-])C1C2CC3CC(CC1C3)C2)(C)C (2-bromo-N-(adamantan-2-yl)-2-methyl-N′-(2-nitrophenyl)propane hydrazide). RXN SMILES: [CH:1]12[CH2:10][CH:5]3[CH2:6][CH:7]([CH2:9][CH:3]([CH2:4]3)[CH:2]1[NH:11][NH:12][C:13]1[CH:18]=[CH:17][CH:16]=[CH:15][C:14]=1[N+:19]([O-:21])=[O:20])[CH2:8]2.[Br:22][C:23]([CH3:28])([CH3:27])[C:24](Br)=[O:25]>>[Br:22][C:23]([CH3:28])([CH3:27])[C:24]([N:11]([CH:2]1[CH:3]2[CH2:9][CH:7]3[CH2:6][CH:5]([CH2:10][CH:1]1[CH2:8]3)[CH2:4]2)[NH:12][C:13]1[CH:18]=[CH:17][CH:16]=[CH:15][C:14]=1[N+:19]([O-:21])=[O:20])=[O:25]. Procedure: 1-(Adamantan-2-yl)-2-(2-nitrophenyl)hydrazine prepared in Processes 1 and 2 in Example 180 and 2-bromoisobutyryl bromide were used for a similar reaction and treatment as Process 3 of Example 1, and 2-bromo-N-(adamantan-2-yl)-2-methyl-N′-(2-nitrophenyl)propane hydrazide was obtained as a yellow oil. Reactants: CCCN1C(=O)N(Cc2ccc(C)cc2)C(=O)C1CC(=O)OC, CO, [Na+], [OH-]. The product is CCCN1C(=O)N(Cc2ccc(C)cc2)C(=O)C1CC(=O)O. As a reaction SMILES: [CH3:1][O:2][C:3]([CH2:4][CH:5]1[N:6]([CH2:20][CH2:21][CH3:22])[C:7](=[O:19])[N:8]([CH2:11][c:12]2[cH:13][cH:14][c:15]([CH3:18])[cH:16][cH:17]2)[C:9]1=[O:10])=[O:23].[CH3:26][OH:27].[Na+:25].[OH-:24]>>[O:2]=[C:3]([CH2:4][CH:5]1[N:6]([CH2:20][CH2:21][CH3:22])[C:7](=[O:19])[N:8]([CH2:11][c:12]2[cH:13][cH:14][c:15]([CH3:18])[cH:16][cH:17]2)[C:9]1=[O:10])[OH:23]. The reactants are CC(C)O (2-propanol), CC(=O)C (acetone), CCO[Si](OCC)(OCC)OCC (TEOS), C1(=CC=CC=C1)[Si](OCC)(OCC)OCC (phenyltriethoxysilane), [N+](=O)(O)[O-] (nitric acid), CC(=O)C (acetone), CC(C)O (2-propanol), C(C)O (ethanol), C(CCC)O (Butanol). Solvent: O (water), O (water). Product: C1(=CC=CC=C1)[Si](OCCCC)(OCCCC)OCCCC (Phenyltributoxysilane). As a reaction SMILES: C[CH:2](O)[CH3:3].C[C:6]([CH3:8])=O.[CH3:9][CH2:10]O[Si](OCC)(OCC)OCC.[C:22]1([Si:28]([O:35][CH2:36][CH3:37])([O:32][CH2:33][CH3:34])[O:29][CH2:30][CH3:31])[CH:27]=[CH:26][CH:25]=[CH:24][CH:23]=1.[N+]([O-])(O)=O.C(O)CCC.C(O)C>O>[C:22]1([Si:28]([O:35][CH2:36][CH2:37][CH2:2][CH3:3])([O:29][CH2:30][CH2:31][CH2:6][CH3:8])[O:32][CH2:33][CH2:34][CH2:9][CH3:10])[CH:23]=[CH:24][CH:25]=[CH:26][CH:27]=1. Procedure details: In a 1-liter flask 297 grams (4.798 moles) 2-propanol, 148 grams (2.558 moles) acetone, 123 grams (0.593 moles) TEOS, 104 grams (0.432 moles) phenyltriethoxysilane, 0.6 grams 0.1 M nitric acid and 72 grams (3.716 moles) deionized water were combined. The flask was refluxed for 4 hours. To the solution, 57 grams (0.769 moles) of Butanol, 88 grams (1.422 moles) 2-propanol, 44 grams (0.758 moles) of acetone, 59 grams (1.227 moles) of ethanol, 9.5 grams (0.528 moles) deionized water were added. The reactants are C(C)C1=C(C(=CC(=C1)C(C(F)(F)F)(C(F)(F)F)F)C)NC(=O)C=1C=C2CCC(C2=CC1)NC(OC(C)(C)C)=O (Tert-butyl (5-{[2-ethyl-4-(1,1,1,2,3,3,3-heptafluoropropan-2-yl)-6-methylphenyl]-carbamoyl}-2,3-dihydro-1H-inden-1-yl)carbamate), FC(C(=O)O)(F)F (trifluoroacetic acid). Run in C(Cl)Cl (methylene chloride). Conditions: time 3 hour. Yields the product NC1CCC2=CC(=CC=C12)C(=O)NC1=C(C=C(C=C1C)C(C(F)(F)F)(C(F)(F)F)F)CC (1-amino-N-[2-ethyl-4-(1,1,1,2,3,3,3-heptafluoropropan-2-yl)-6-methylphenyl]indane-5-carboxamide), crude product. As a reaction SMILES: [CH2:1]([C:3]1[CH:8]=[C:7]([C:9]([F:18])([C:14]([F:17])([F:16])[F:15])[C:10]([F:13])([F:12])[F:11])[CH:6]=[C:5]([CH3:19])[C:4]=1[NH:20][C:21]([C:23]1[CH:24]=[C:25]2[C:29](=[CH:30][CH:31]=1)[CH:28]([NH:32]C(=O)OC(C)(C)C)[CH2:27][CH2:26]2)=[O:22])[CH3:2].FC(F)(F)C(O)=O>C(Cl)Cl>[NH2:32][CH:28]1[C:29]2[C:25](=[CH:24][C:23]([C:21]([NH:20][C:4]3[C:5]([CH3:19])=[CH:6][C:7]([C:9]([F:18])([C:10]([F:11])([F:12])[F:13])[C:14]([F:15])([F:16])[F:17])=[CH:8][C:3]=3[CH2:1][CH3:2])=[O:22])=[CH:31][CH:30]=2)[CH2:26][CH2:27]1. Reported procedure: Tert-butyl (5-{[2-ethyl-4-(1,1,1,2,3,3,3-heptafluoropropan-2-yl)-6-methylphenyl]-carbamoyl}-2,3-dihydro-1H-inden-1-yl)carbamate (1.3 g) was dissolved in methylene chloride (15 ml), trifluoroacetic acid (1.5 g) was added thereto and then stirred at room temperature for 3 hours. The solvent was distilled off under reduced pressure. Water and potassium carbonate were added to neutralize the residue and extracted twice with ethyl acetate. The organic phases were combined, washed with a saturated sod... The reactants are ClC=1C=C(C(=O)N)C=C(N1)N1CCC(CC1)O (2-chloro-6-(4-hydroxypiperidin-1-yl)isonicotinamide), ClC=1C=C(C(=O)N)C=C(N1)N1CCC(CC1)O (2-chloro-6-(4-hydroxypiperidin-1-yl)isonicotinamide), BrC=1C=C(NC1C)C(=O)O (4-Bromo-5-methyl-1H-pyrrole-2-carboxylic acid), BrC=1C=C(NC1C)C(=O)O (4-Bromo-5-methyl-1H-pyrrole-2-carboxylic acid), C1(=CC=CC=C1)P(C1=CC=CC=C1)C1=CC=CC=C1 (triphenylphosphine), CCOC(=O)/N=N/C(=O)OCC (DEAD). Run in C1CCOC1 (THF). Reaction conditions: temperature 0 celsius, time 18 hour. Yields the product BrC=1C=C(NC1C)C(=O)OC1CCN(CC1)C1=NC(=CC(=C1)C(=O)N)Cl (1-[4-(Aminocarbonyl)-6-chloro-2-pyridinyl]-4-piperidinyl 4-bromo-5-methyl-1H-pyrrole-2-carboxylate). Isolated yield 5.2%. RXN SMILES: [Cl:1][C:2]1[CH:3]=[C:4]([CH:8]=[C:9]([N:11]2[CH2:16][CH2:15][CH:14]([OH:17])[CH2:13][CH2:12]2)[N:10]=1)[C:5]([NH2:7])=[O:6].[Br:18][C:19]1[CH:20]=[C:21]([C:25](O)=[O:26])[NH:22][C:23]=1[CH3:24].C1(P(C2C=CC=CC=2)C2C=CC=CC=2)C=CC=CC=1.CCOC(/N=N/C(OCC)=O)=O>C1COCC1>[Br:18][C:19]1[CH:20]=[C:21]([C:25]([O:17][CH:14]2[CH2:15][CH2:16][N:11]([C:9]3[CH:8]=[C:4]([C:5]([NH2:7])=[O:6])[CH:3]=[C:2]([Cl:1])[N:10]=3)[CH2:12][CH2:13]2)=[O:26])[NH:22][C:23]=1[CH3:24]. Procedure details: 2-chloro-6-(4-hydroxypiperidin-1-yl)isonicotinamide (Intermediate 62; 123 mg, 0.48 mmol), 4-bromo-5-methyl-1H-pyrrole-2-carboxylic acid (Intermediate 18) (98 mg, 0.48 mmol) and triphenylphosphine (138 mg, 0.53 mmol) were stirred in anhydrous THF and cooled to 0° C. DEAD (83 μl, 0.53 mmol) was added and the mixture was stirred at room temperature for 18 h. The mixture was filtered, diluted with EtOAc and washed with water and dried over sodium sulphate and concentrated in vacuo. The crude product... The reactants are COC(=O)C1=Cc2cc(-c3ccc(OC)cc3)ccc2S(=O)(=O)CC1, COCCOC, Cl. The product is COc1ccc(-c2ccc3c(c2)C=C(C(=O)O)CCS3(=O)=O)cc1. RXN SMILES: [CH3:1][O:2][c:3]1[cH:4][cH:5][c:6](-[c:9]2[cH:10][cH:11][c:12]3[c:13]([cH:25]2)[CH:14]=[C:15]([C:21](=[O:22])[O:23][CH3:24])[CH2:16][CH2:17][S:18]3(=[O:19])=[O:20])[cH:7][cH:8]1.[CH3:27][O:28][CH2:29][CH2:30][O:31][CH3:32].[ClH:26]>>[CH3:1][O:2][c:3]1[cH:4][cH:5][c:6](-[c:9]2[cH:10][cH:11][c:12]3[c:13]([cH:25]2)[CH:14]=[C:15]([C:21](=[O:22])[OH:23])[CH2:16][CH2:17][S:18]3(=[O:19])=[O:20])[cH:7][cH:8]1. Reactants: CCCCO, CCN(C(C)C)C(C)C, ClC(Cl)Cl, Cc1cc(Cl)nc2ccccc12, Cl, NC1CCN(C(=O)Cc2ccc(OC(F)(F)F)cc2)C1, [Na+], O=C([O-])O. Yields the product Cc1cc(NC2CCN(C(=O)Cc3ccc(OC(F)(F)F)cc3)C2)nc2ccccc12. As a reaction SMILES: [CH2:43]([OH:44])[CH2:45][CH2:46][CH3:47].[CH:34]([N:35]([CH2:36][CH3:37])[CH:38]([CH3:39])[CH3:40])([CH3:41])[CH3:42].[CH:48]([Cl:49])([Cl:50])[Cl:51].[Cl:1][c:2]1[n:3][c:4]2[cH:5][cH:6][cH:7][cH:8][c:9]2[c:10]([CH3:12])[cH:11]1.[ClH:13].[NH2:14][CH:15]1[CH2:16][N:17]([C:20]([CH2:21][c:22]2[cH:23][cH:24][c:25]([O:28][C:29]([F:30])([F:31])[F:32])[cH:26][cH:27]2)=[O:33])[CH2:18][CH2:19]1.[Na+:52].[OH:53][C:54](=[O:55])[O-:56]>>[c:2]1([NH:14][CH:15]2[CH2:16][N:17]([C:20]([CH2:21][c:22]3[cH:23][cH:24][c:25]([O:28][C:29]([F:30])([F:31])[F:32])[cH:26][cH:27]3)=[O:33])[CH2:18][CH2:19]2)[n:3][c:4]2[cH:5][cH:6][cH:7][cH:8][c:9]2[c:10]([CH3:12])[cH:11]1.